Dataset: the Open Reaction Database (ORD), a public repository of structured organic reaction records. Task: describe an organic reaction: reactants, conditions, products, and yield Reaction SMILES: [C:21](=[O:22])([O-:23])[OH:24].[CH3:1][O:2][C:3]1=[CH:8][C:7]([CH3:9])([O:10][CH3:11])[CH:6]=[C:5]([O:12][CH3:13])[C:4]1=[O:14].[Na+:25].[S:26](=[O:27])(=[O:28])([OH:29])[OH:30].[cH:15]1[cH:16][cH:17][cH:18][cH:19][cH:20]1>>[CH3:1][O:2][C:3]1=[CH:8][C:7](=[CH2:9])[CH:6]=[C:5]([O:12][CH3:13])[C:4]1=[O:14]. Yields the product C=C1C=C(OC)C(=O)C(OC)=C1. Reactants: O=C([O-])O, COC1=CC(C)(OC)C=C(OC)C1=O, [Na+], O=S(=O)(O)O, c1ccccc1.